From a dataset of the Open Reaction Database (ORD), a public repository of structured organic reaction records. describe an organic reaction: reactants, conditions, products, and yield The reactants are NC[C@@H](C)O ((R)-1-amino-2-propanol), O=CCC1C(C2=CC(=CC=C2C1)C1=CC=CC=C1)=O ((RS)-2-(2-oxoethyl)-6-phenyl-1-indanone), O (water). The reagents and catalysts are C1(=CC=C(C=C1)S(=O)(=O)O)C (p-toluenesulfonic acid). Run in C1(=CC=CC=C1)C (toluene), C1(=CC=CC=C1)C (toluene). Reaction conditions: time 45 minute. The product is C1(=CC=CC=C1)C1=CC=C2CC3=C(N(C=C3)C[C@@H](C)O)C2=C1 ((R)-1-(7-phenyl-1,4-dihydro-indeno[1,2-b]pyrrol-1-yl)-propan-2-ol). Yield: 51.9%. As a reaction SMILES: O=[CH:2][CH2:3][CH:4]1[CH2:12][C:11]2[C:6](=[CH:7][C:8]([C:13]3[CH:18]=[CH:17][CH:16]=[CH:15][CH:14]=3)=[CH:9][CH:10]=2)[C:5]1=O.O.[NH2:21][CH2:22][C@H:23]([OH:25])[CH3:24]>C1(C)C=CC=CC=1.C1(C)C=CC(S(O)(=O)=O)=CC=1>[C:13]1([C:8]2[CH:7]=[C:6]3[C:11]([CH2:12][C:4]4[CH:3]=[CH:2][N:21]([CH2:22][C@H:23]([OH:25])[CH3:24])[C:5]=43)=[CH:10][CH:9]=2)[CH:14]=[CH:15][CH:16]=[CH:17][CH:18]=1. Reported procedure: A solution of 2.5 g of (RS)-2-(2-oxoethyl)-6-phenyl-1-indanone and 80 mg of p-toluenesulfonic acid in 70 ml of anhydrous toluene was heated on a water separator. A solution of 3.0 g of (R)-1-amino-2-propanol in 20 ml of anhydrous toluene was added dropwise to the boiling solution over a period of 5 minutes. Subsequently, the mixture was boiled for an additional 45 minutes, during which the solvent was reduced to a volume of 20 ml. The cooled reaction mixture was purified by column chromatography...